Dataset: the Open Reaction Database (ORD), a public repository of structured organic reaction records. Task: describe an organic reaction: reactants, conditions, products, and yield Reactants: ClC1=NC2=CC(=C(C=C2C(=N1)N)OC)OC (2-chloro-6,7-dimethoxy-4-quinazolinamine), N1CCSCC1 (thiomorpholine). The solvent is ClC1=CC=CC=C1 (chlorobenzene). The product is COC=1C=C2C(=NC(=NC2=CC1OC)N1CCSCC1)N (6,7-Dimethoxy-2-(4-thiomorpholinyl)-4-quinazolinamine). RXN SMILES: Cl[C:2]1[N:11]=[C:10]([NH2:12])[C:9]2[C:4](=[CH:5][C:6]([O:15][CH3:16])=[C:7]([O:13][CH3:14])[CH:8]=2)[N:3]=1.[NH:17]1[CH2:22][CH2:21][S:20][CH2:19][CH2:18]1>ClC1C=CC=CC=1>[CH3:14][O:13][C:7]1[CH:8]=[C:9]2[C:4](=[CH:5][C:6]=1[O:15][CH3:16])[N:3]=[C:2]([N:17]1[CH2:22][CH2:21][S:20][CH2:19][CH2:18]1)[N:11]=[C:10]2[NH2:12]. Procedure details: A mixture of 8.00 g of 2-chloro-6,7-dimethoxy-4-quinazolinamine and 6.90 g. of thiomorpholine in 80 ml of chlorobenzene was refluxed for 18 hrs. The reaction mixture was cooled to room temperature, and the precipitate was collected. There was deposited 8.00 g (70.2%) of white powder, mp 267°-269°, dec. The product was recrystallized from methanol to give an analytical sample, mp 270°-271°, dec.